This data is from the Open Reaction Database (ORD), a public repository of structured organic reaction records. The task is: describe an organic reaction: reactants, conditions, products, and yield The reactants are ClC1=C(CNC(=O)NC=2C=NC(=CC2)C)C=C(C=C1)CN1CCN(CC1)S(=O)(=O)C (1-(2-chloro-5-((4-(methylsulfonyl)piperazin-1-yl)methyl)benzyl)-3-(6-methylpyridin-3-yl)urea), CN(S(=O)(=O)Cl)C (N,N-dimethylsulfamoyl chloride), CS(=O)(=O)Cl (methanesulfonyl chloride). RXN SMILES: Cl[C:2]1[CH:19]=[CH:18][C:17]([CH2:20][N:21]2[CH2:26][CH2:25][N:24]([S:27](C)(=[O:29])=[O:28])[CH2:23][CH2:22]2)=[CH:16][C:3]=1[CH2:4][NH:5][C:6]([NH:8][C:9]1[CH:10]=[N:11][C:12]([CH3:15])=[CH:13][CH:14]=1)=[O:7].[CH3:31][N:32]([CH3:37])S(Cl)(=O)=O.[CH3:38]S(Cl)(=O)=O>>[CH3:31][N:32]([CH3:37])[S:27]([N:24]1[CH2:25][CH2:26][N:21]([CH2:20][C:17]2[CH:18]=[CH:19][CH:2]=[C:3]([C@@H:4]([NH:5][C:6]([NH:8][C:9]3[CH:10]=[N:11][C:12]([CH3:15])=[CH:13][CH:14]=3)=[O:7])[CH3:38])[CH:16]=2)[CH2:22][CH2:23]1)(=[O:29])=[O:28]. The product is CN(S(=O)(=O)N1CCN(CC1)CC1=CC(=CC=C1)[C@H](C)NC(=O)NC=1C=NC(=CC1)C)C ((S)-N,N-dimethyl-4-(3-(1-(3-(6-methylpyridin-3-yl)ureido)ethyl)benzyl)piperazine-1-sulfonamide). Procedure details: (S)-N,N-dimethyl-4-(3-(1-(3-(6-methylpyridin-3-yl)ureido)ethyl)benzyl)piperazine-1-sulfonamide was synthesized in a manner analogous to 1-(2-chloro-5-((4-(methylsulfonyl)piperazin-1-yl)methyl)benzyl)-3-(6-methylpyridin-3-yl)urea in Example 1 except that N,N-dimethylsulfamoyl chloride was used as the electrophile instead of methanesulfonyl chloride. Isolated yield 61.9%. Run at time 4 hour. The reactants are [NH4+].[Cl-] (NH4Cl), BrC1=C(C=CC(=C1F)[N+](=O)[O-])F (2-bromo-1,3-difluoro-4-nitrobenzene), CCN(C(C)C)C(C)C (DIPEA), C1(CC1)N (cyclopropylamine). Reagents/catalysts: [Fe] (iron). RXN SMILES: [Br:1][C:2]1[C:7](F)=[C:6]([N+:9]([O-])=O)[CH:5]=[CH:4][C:3]=1[F:12].CC[N:15]([CH:19]([CH3:21])[CH3:20])C(C)C.C1(N)CC1.[NH4+].[Cl-]>CC#N.[Fe]>[Br:1][C:2]1[C:3]([F:12])=[CH:4][CH:5]=[C:6]([NH2:9])[C:7]=1[NH:15][CH:19]1[CH2:21][CH2:20]1 |f:3.4|. Procedure: To a solution of 2-bromo-1,3-difluoro-4-nitrobenzene (1.19 g, 5.0 mmol) in MeCN (10 mL) were added DIPEA (1.74 mL, 10.0 mmol) and cyclopropylamine (360 mL, 5.17 mmol). The reaction mixture was stirred at RT for 4 h. The volatiles were removed under reduced pressure and the resulting residue was partitioned between DCM and water. The organic fraction was dried, concentrated in vacuo and the resulting residue taken up in a 3:1 mixture of MeOH:water (40 mL). NH4Cl (1.53 g, 28.6 mmol) and iron powde... Product: BrC1=C(C(=CC=C1F)N)NC1CC1 (3-Bromo-N2-cyclopropyl-4-fluorobenzene-1,2-diamine). Run in CC#N (MeCN).